From a dataset of the Open Reaction Database (ORD), a public repository of structured organic reaction records. describe an organic reaction: reactants, conditions, products, and yield Starting materials: C1(CC1)NC=1C(=CC=CC1)N (N1-cyclopropylbenzene-1,2-diamine), C(C)(C)N(CC)C(C)C (diisopropylethylamine), ClC1=C(C(=O)Cl)C=CC=N1 (2-chloronicotinoyl chloride). The solvent is C1CCOC1 (THF), C1CCOC1 (THF). Product: ClC1=C(C(=O)NC2=C(C=CC=C2)NC2CC2)C=CC=N1 (2-chloro-N-(2-(cyclopropylamino)phenyl)nicotinamide). Isolated yield 65.5%. As a reaction SMILES: [CH:1]1([NH:4][C:5]2[C:6]([NH2:11])=[CH:7][CH:8]=[CH:9][CH:10]=2)[CH2:3][CH2:2]1.C(N(C(C)C)CC)(C)C.[Cl:21][C:22]1[N:30]=[CH:29][CH:28]=[CH:27][C:23]=1[C:24](Cl)=[O:25]>C1COCC1>[Cl:21][C:22]1[N:30]=[CH:29][CH:28]=[CH:27][C:23]=1[C:24]([NH:11][C:6]1[CH:7]=[CH:8][CH:9]=[CH:10][C:5]=1[NH:4][CH:1]1[CH2:3][CH2:2]1)=[O:25]. Procedure details: To a solution of title compound 381 (0.83 g, 5.84 mmol) and diisopropylethylamine (1.02 mL, 0.74 mmol) in THF (50 mL) was added a solution of 2-chloronicotinoyl chloride (1.03 g, 5.84 mmol) in THF at 0° C. The reaction mixture was stirred over night and concentrated. To the residue was added a saturated solution of bicarbonate (3 mL) and this aqueous layer was extracted with DCM (2×). The combined organic layers were washed with brine, dried over sodium sulfate, filtered and evaporated. The soli... Reactants: N(=[N+]=[N-])C=1C=CC=C2C=CC=C(C12)N (8-azido-1-naphthylamine), N1=CC=CC=C1 (pyridine), C(C)(=O)Cl (acetyl chloride). Run in CCOCC (ether). Yields the product C(C)(=O)NC1=CC=CC2=CC=CC(=C12)N=[N+]=[N-] (1-acetamido-8-azidonaphthalene). As a reaction SMILES: [N:1]([C:4]1[CH:5]=[CH:6][CH:7]=[C:8]2[C:13]=1[C:12]([NH2:14])=[CH:11][CH:10]=[CH:9]2)=[N+:2]=[N-:3].N1C=CC=CC=1.[C:21](Cl)(=[O:23])[CH3:22]>CCOCC>[C:21]([NH:14][C:12]1[C:13]2[C:8](=[CH:7][CH:6]=[CH:5][C:4]=2[N:1]=[N+:2]=[N-:3])[CH:9]=[CH:10][CH:11]=1)(=[O:23])[CH3:22]. Procedure: To a stirred solution of 8-azido-1-naphthylamine (1.84 g., 0.01 mole) in 70 ml. of pyridine was added a solution of acetyl chloride (0.784 g., 0.01 mole) in 10 ml. of ether. The mixture was warmed on a steam bath for 30 minutes. The solvents were removed in vacuo and the residue washed with water and dried. Recrystallization from hexane provided 1-acetamido-8-azidonaphthalene in the form of colorless, long needles having a yield of 2.1 g., 93 percent, m.p. 148°C.-149°C., Lit. m.p. 147°C.-148°C. ...